From a dataset of the Open Reaction Database (ORD), a public repository of structured organic reaction records. describe an organic reaction: reactants, conditions, products, and yield The product is CCOC(=O)Cc1ccc(-c2nc(COc3ccc(COc4nn(-c5ccccc5)cc4C=Cc4csc(C(C)C)n4)cc3OC)c(C)o2)cc1. Reactants: O=C([O-])[O-], CN(C)C=O, CCOC(=O)Cc1ccc(-c2nc(COc3ccc(COc4nn(-c5ccccc5)cc4C=O)cc3OC)c(C)o2)cc1, CC(C)c1nc(C[P+](c2ccccc2)(c2ccccc2)c2ccccc2)cs1, [Cl-], [K+], [K+], O. RXN SMILES: [C:73](=[O:74])([O-:75])[O-:76].[CH3:79][N:80]([CH3:81])[CH:82]=[O:83].[CH:1](=[O:2])[c:3]1[c:4]([O:14][CH2:15][c:16]2[cH:17][c:18]([O:42][CH3:43])[c:19]([O:20][CH2:21][c:22]3[n:23][c:24](-[c:28]4[cH:29][cH:30][c:31]([CH2:34][C:35](=[O:36])[O:37][CH2:38][CH3:39])[cH:32][cH:33]4)[o:25][c:26]3[CH3:27])[cH:40][cH:41]2)[n:5][n:6](-[c:8]2[cH:9][cH:10][cH:11][cH:12][cH:13]2)[cH:7]1.[CH:45]([CH3:46])([CH3:47])[c:48]1[s:49][cH:50][c:51]([CH2:53][P+:54]([c:55]2[cH:56][cH:57][cH:58][cH:59][cH:60]2)([c:61]2[cH:62][cH:63][cH:64][cH:65][cH:66]2)[c:67]2[cH:68][cH:69][cH:70][cH:71][cH:72]2)[n:52]1.[Cl-:44].[K+:77].[K+:78].[OH2:84]>>[CH:1]([c:3]1[c:4]([O:14][CH2:15][c:16]2[cH:17][c:18]([O:42][CH3:43])[c:19]([O:20][CH2:21][c:22]3[n:23][c:24](-[c:28]4[cH:29][cH:30][c:31]([CH2:34][C:35](=[O:36])[O:37][CH2:38][CH3:39])[cH:32][cH:33]4)[o:25][c:26]3[CH3:27])[cH:40][cH:41]2)[n:5][n:6](-[c:8]2[cH:9][cH:10][cH:11][cH:12][cH:13]2)[cH:7]1)=[CH:53][c:51]1[cH:50][s:49][c:48]([CH:45]([CH3:46])[CH3:47])[n:52]1. Yields the product [Br-].FC=1C=C(C[P+](C2=CC=CC=C2)(C2=CC=CC=C2)C2=CC=CC=C2)C=CC1 (m-Fluorobenzyltriphenylphosphonium bromide). Run at time 8 hour. Isolated yield 107.1%. The solvent is CCOCC (ether). As a reaction SMILES: [C:1]1([P:7]([C:14]2[CH:19]=[CH:18][CH:17]=[CH:16][CH:15]=2)[C:8]2[CH:13]=[CH:12][CH:11]=[CH:10][CH:9]=2)[CH:6]=[CH:5][CH:4]=[CH:3][CH:2]=1.[F:20][C:21]1[CH:22]=[C:23]([CH:26]=[CH:27][CH:28]=1)[CH2:24][Br:25]>CCOCC>[Br-:25].[F:20][C:21]1[CH:22]=[C:23]([CH:26]=[CH:27][CH:28]=1)[CH2:24][P+:7]([C:1]1[CH:2]=[CH:3][CH:4]=[CH:5][CH:6]=1)([C:8]1[CH:13]=[CH:12][CH:11]=[CH:10][CH:9]=1)[C:14]1[CH:15]=[CH:16][CH:17]=[CH:18][CH:19]=1 |f:3.4|. Reactants: C1(=CC=CC=C1)P(C1=CC=CC=C1)C1=CC=CC=C1 (triphenylphosphine), FC=1C=C(CBr)C=CC1 (3-fluorobenzyl bromide). Procedure: To a solution of triphenylphosphine (45.24 g, 0.12 mol) in 200 mL of ether was added 3-fluorobenzyl bromide (22.7 g, 0.12 mol). The resulting solution was allowed to stir at rt overnight. The white solid was collected by filtration and dried to give 58.0 g (85%) of the product as a white solid. mp 290-292° C. 1H NMR (CHCl3) 5.516 (d, J=14.7 Hz, 2 H), 6.725 (d, J=9.6 Hz, 1 H), 6.893 (m, 2 H), 7.084 (m, 2 H), 7.622-7.762 (m, 15 H). The reactants are CC(C)CC(C(=O)O)N(C)C(=O)OC(C)(C)C, ClCCCl, CN(C)c1ccncc1, CN(C)C=O, Nc1ccc2ccncc2c1. Yields the product CC(C)CC(C(=O)Nc1ccc2ccncc2c1)N(C)C(=O)OC(C)(C)C. RXN SMILES: [C:1]([CH3:2])([CH3:3])([CH3:4])[O:5][C:6](=[O:7])[N:8]([CH:9]([C:10](=[O:11])[OH:12])[CH2:13][CH:14]([CH3:15])[CH3:16])[CH3:17].[CH2:18]([Cl:19])[CH2:20][Cl:21].[CH3:38][N:39]([c:40]1[cH:41][cH:42][n:43][cH:44][cH:45]1)[CH3:46].[O:33]=[CH:34][N:35]([CH3:36])[CH3:37].[cH:22]1[n:23][cH:24][cH:25][c:26]2[cH:27][cH:28][c:29]([NH2:32])[cH:30][c:31]12>>[C:1]([CH3:2])([CH3:3])([CH3:4])[O:5][C:6](=[O:7])[N:8]([CH:9]([C:10](=[O:12])[NH:32][c:29]1[cH:28][cH:27][c:26]2[cH:25][cH:24][n:23][cH:22][c:31]2[cH:30]1)[CH2:13][CH:14]([CH3:15])[CH3:16])[CH3:17].